From a dataset of the Open Reaction Database (ORD), a public repository of structured organic reaction records. describe an organic reaction: reactants, conditions, products, and yield Reactants: C(C)(=O)OCC (ethyl acetate), BrC(C(=O)OCC)C(=O)C1=CC(=CC=C1)C#N (ethyl 2-bromo-3-(3-cyanophenyl)-3-oxopropionate), C(C1=CN=CC=C1)(=S)N (thionicotinamide). The solvent is O1CCCC1 (tetrahydrofuran). Reaction conditions: temperature 65 celsius, time 16 hour. Product: N1=CC(=CC=C1)C=1SC(=C(N1)C1=CC(=CC=C1)C#N)C(=O)OCC (2-(3-pyridyl)-4-(3-cyanophenyl)-5-carboethoxythiazole). Isolated yield 22.8%. RXN SMILES: Br[CH:2]([C:8]([C:10]1[CH:15]=[CH:14][CH:13]=[C:12]([C:16]#[N:17])[CH:11]=1)=O)[C:3]([O:5][CH2:6][CH3:7])=[O:4].[C:18]([NH2:26])(=[S:25])[C:19]1[CH:24]=[CH:23][CH:22]=[N:21][CH:20]=1.C(OCC)(=O)C>O1CCCC1>[N:21]1[CH:22]=[CH:23][CH:24]=[C:19]([C:18]2[S:25][C:2]([C:3]([O:5][CH2:6][CH3:7])=[O:4])=[C:8]([C:10]3[CH:15]=[CH:14][CH:13]=[C:12]([C:16]#[N:17])[CH:11]=3)[N:26]=2)[CH:20]=1. Reported procedure: To a solution of ethyl 2-bromo-3-(3-cyanophenyl)-3-oxopropionate (1.0 g, 3.4 mmol) in 20 mL of tetrahydrofuran was added thionicotinamide (0.46 g, 3.4 mmol). The resulting mixture was stirred at 65° C. for 16 h. The reaction was allowed to cool and the solvent was evaporated in vacuo. The residue was triturated with chloroform, taken up in ethyl acetate, washed with saturated aq Na2CO3 and brine, dried (MgSO4) and concentrated in vacuo to yield a solid. Trituration with ethyl acetate left the ti... Reactants: [Na] (sodium), N(=[N+]=[N-])C(CCCC1=CC=CC=C1)C ((4-azidopentyl)-benzene), ice water, Cl (HCl), C(#N)CC(=O)N (cyanoacetamide). Solvent: C(C)O (ethanol), CS(=O)C (DMSO). Run at time 15 hour. The product is NC1=C(N=NN1C(CCCC1=CC=CC=C1)C)C(=O)N (5-Amino-1-(1-methyl-4-phenyl-butyl)-1H-[1,2,3]triazole-4-carboxamide). Reaction SMILES: [N:1]([CH:4]([CH3:14])[CH2:5][CH2:6][CH2:7][C:8]1[CH:13]=[CH:12][CH:11]=[CH:10][CH:9]=1)=[N+:2]=[N-:3].[C:15]([CH2:17][C:18]([NH2:20])=[O:19])#[N:16].[Na].Cl>CS(C)=O.C(O)C>[NH2:16][C:15]1[N:1]([CH:4]([CH3:14])[CH2:5][CH2:6][CH2:7][C:8]2[CH:13]=[CH:12][CH:11]=[CH:10][CH:9]=2)[N:2]=[N:3][C:17]=1[C:18]([NH2:20])=[O:19] |^1:20|. Reported procedure: A solution of 997 mg (5.28 mmol) of (4-azidopentyl)-benzene and 672 mg (8 mmol) of cyanoacetamide in 3 ml of DMSO is admixed with a solution, of a temperature of 50° C., of 127 mg (5.5 mmol) of sodium in 3 ml of ethanol. The reaction mixture is stirred at room temperature for 15 h and then poured into 25 ml of ice-water. The pH is adjusted to pH 2 using 1N HCl and the precipitated solid is filtered off with suction, washed with water and dried under reduced pressure. This gives 1.14 g (79%) of a... The reactants are C(C)(C)(C)OC(=O)NCC[C@H](C)N1C(=CC2=CC=C(C=C12)C(=O)OCC)C(=O)OCC (diethyl 1-{(2S)-4-[(tert-butoxycarbonyl)amino]butan-2-yl}-1H-indole-2,6-dicarboxylate), C(=O)(C(F)(F)F)O (TFA), CCOC(=O)C (EtOAc), C(=O)([O-])[O-].[K+].[K+] (K2CO3). Procedure: To a solution of diethyl 1-{(2S)-4-[(tert-butoxycarbonyl)amino]butan-2-yl}-1H-indole-2,6-dicarboxylate (891 mg, 2.1 mmol) in CH2Cl2 (4 mL) is added TFA (3 mL). The mixture is stirred at room temperature for 1 h then the solvent is evaporated. To a solution of the residue in ethanol (10 mL) is added K2CO3 (854 mg, 6.2 mmol). The reaction mixture is refluxed for 4 h with vigorous stifling. EtOAc is added and the organic layer is washed with water, brine, dried (MgSO4) and concentrated to afford cr... Solvent: C(Cl)Cl (CH2Cl2), C(C)O (ethanol). Run at time 1 hour. The product is C[C@H]1CCNC(C=2N1C=1C=C(C=CC1C2)C(=O)OCC)=O (ethyl (5S)-5-methyl-1-oxo-2,3,4,5-tetrahydro-1H-[1,4]diazepino[1,2-a]indole-8-carboxylate). RXN SMILES: C(OC([NH:8][CH2:9][CH2:10][C@@H:11]([N:13]1[C:21]2[C:16](=[CH:17][CH:18]=[C:19]([C:22]([O:24][CH2:25][CH3:26])=[O:23])[CH:20]=2)[CH:15]=[C:14]1[C:27](OCC)=[O:28])[CH3:12])=O)(C)(C)C.C(O)(C(F)(F)F)=O.C([O-])([O-])=O.[K+].[K+].CCOC(C)=O>C(Cl)Cl.C(O)C>[CH3:12][C@@H:11]1[N:13]2[C:21]3[CH:20]=[C:19]([C:22]([O:24][CH2:25][CH3:26])=[O:23])[CH:18]=[CH:17][C:16]=3[CH:15]=[C:14]2[C:27](=[O:28])[NH:8][CH2:9][CH2:10]1 |f:2.3.4|. The yield is 44.7%. The reactants are CC(CC(=O)O)(CCCCCl)C (3,3-dimethyl-7-chloroheptanoic acid), CN(C=O)C (N,N-dimethylformamide), C(Cl)(Cl)Cl (chloroform), S(=O)(Cl)Cl (thionyl chloride). Product: CC(CC(=O)OCC)(CCCCCl)C (ethyl 3,3-dimethyl-7-chloroheptanoate). As a reaction SMILES: [CH3:1][C:2]([CH3:12])([CH2:7][CH2:8][CH2:9][CH2:10][Cl:11])[CH2:3][C:4](O)=[O:5].[CH:13](Cl)(Cl)Cl.S(Cl)(Cl)=O.CN(C)[CH:23]=[O:24]>>[CH3:1][C:2]([CH3:12])([CH2:7][CH2:8][CH2:9][CH2:10][Cl:11])[CH2:3][C:4]([O:24][CH2:23][CH3:13])=[O:5]. Reported procedure: To a solution of 3,3-dimethyl-7-chloroheptanoic acid (428 g., 2.21 moles) in 3 l. of chloroform containing 3 ml. of N,N-dimethylformamide is added 500 ml. of thionyl chloride and the resulting solution is tested under reflux for three hours. The reaction solution then is concentrated in vacuo and the residual acid chloride is dissolved in a minimum amount of benzene and added slowly to a solution containing 1260 ml. of 95% ethanol and 2520 ml. of benzene and 390 ml. of collidine. After heating u... Starting materials: CC1(OC[C@@H]([C@@H](O1)C1=CC=CC=C1)N)C ((4S,5S)-2,2-dimethyl-4-phenyl-1,3-dioxan-5-amine), BrC1=CC(=C(C=C1)N=C=O)Cl (4-bromo-2-chlorophenyl isocyanate). Solvent: CCCCC (pentane), ClCCl (dichloromethane). Yields the product BrC1=CC(=C(C=C1)NC(=O)N[C@@H]1[C@@H](OC(OC1)(C)C)C1=CC=CC=C1)Cl (1-(4-Bromo-2-chloro-phenyl)-3-((4S,5S)-2,2-dimethyl-4-phenyl-[1,3]dioxan-5-yl)-urea). Yield: 87.2%. Reaction SMILES: [CH3:1][C:2]1([CH3:15])[O:7][C@@H:6]([C:8]2[CH:13]=[CH:12][CH:11]=[CH:10][CH:9]=2)[C@@H:5]([NH2:14])[CH2:4][O:3]1.[Br:16][C:17]1[CH:22]=[CH:21][C:20]([N:23]=[C:24]=[O:25])=[C:19]([Cl:26])[CH:18]=1>CCCCC.ClCCl>[Br:16][C:17]1[CH:22]=[CH:21][C:20]([NH:23][C:24]([NH:14][C@H:5]2[CH2:4][O:3][C:2]([CH3:15])([CH3:1])[O:7][C@H:6]2[C:8]2[CH:13]=[CH:12][CH:11]=[CH:10][CH:9]=2)=[O:25])=[C:19]([Cl:26])[CH:18]=1. Procedure: To a stirred or shaken solution of 157 mg (0.76 mmol) of (4S,5S)-2,2-dimethyl-4-phenyl-1,3-dioxan-5-amine (abbreviated as (4S,5S)-amine 1) in pentane (3.5 mL) was added dropwise a solution of 169 mg (0.73 mmol) of 4-bromo-2-chlorophenyl isocyanate in dichloromethane (0.7 mL). A white precipitate was observed after stirring for 0.5 to 2 h. The precipitate was collected, rinsed with pentane, and dried under vacuum to yield 280 mg (88%) of the title compound. In some examples, pentane was used to d... Starting materials: CCN(C(C)C)C(C)C, ClCCl, Cc1ccc(C(=O)O)cc1I, O=S(Cl)Cl, Nc1cc(-n2ccnc2)cc(C(F)(F)F)c1. Product: Cc1ccc(C(=O)Nc2cc(-n3ccnc3)cc(C(F)(F)F)c2)cc1I. Reaction SMILES: [CH:32]([N:33]([CH:34]([CH3:35])[CH3:36])[CH2:37][CH3:38])([CH3:39])[CH3:40].[Cl:41][CH2:42][Cl:43].[I:1][c:2]1[cH:3][c:4]([C:5](=[O:6])[OH:7])[cH:8][cH:9][c:10]1[CH3:11].[S:12]([Cl:13])([Cl:14])=[O:15].[n:16]1(-[c:21]2[cH:22][c:23]([NH2:24])[cH:25][c:26]([C:28]([F:29])([F:30])[F:31])[cH:27]2)[cH:17][n:18][cH:19][cH:20]1>>[I:1][c:2]1[cH:3][c:4]([C:5](=[O:7])[NH:24][c:23]2[cH:22][c:21](-[n:16]3[cH:17][n:18][cH:19][cH:20]3)[cH:27][c:26]([C:28]([F:29])([F:30])[F:31])[cH:25]2)[cH:8][cH:9][c:10]1[CH3:11]. Procedure: To a solution of 554 mg of trans-4-(1,2,3,4-tetrahydro-6,7-dimethoxy-2-nitronaphthalene-1-yl) -5-trimethylsilyl-3-thiophenecarboxylic acid, N,N-diethylamide, from step 2c above, in 8 mL of ethanol and 3 mL of 6 N HCl was added 700 mg of Zn dust, and the mixture was stirred for 15 min. The mixture was diluted with 20 mL of methylene chloride, then filtered. The organic layer of the flitrate was separated. The aqueous layer was adjusted to pH 10 and extracted with methylene chloride. The extract w... Yield: 58.4%. Starting materials: C(C)N(C(=O)C1=CSC(=C1[C@H]1[C@@H](CCC2=CC(=C(C=C12)OC)OC)[N+](=O)[O-])[Si](C)(C)C)CC (trans-4-(1,2,3,4-tetrahydro-6,7-dimethoxy-2-nitronaphthalene-1-yl) -5-trimethylsilyl-3-thiophenecarboxylic acid, N,N-diethylamide), Cl (HCl). Solvent: C(Cl)Cl (methylene chloride), C(C)O (ethanol). Reaction conditions: time 15 minute. Product: C(C)N(C(=O)C1=CSC=C1[C@H]1[C@@H](CCC2=CC(=C(C=C12)OC)OC)N)CC (trans-4-(2-amino-1,2,3,4-tetrahydro-6,7-dimethoxynaphthalene-1-yl)-3-thiophenecarboxylic acid, N,N-diethylamide). RXN SMILES: [CH2:1]([N:3]([CH2:32][CH3:33])[C:4]([C:6]1[C:10]([C@@H:11]2[C:20]3[C:15](=[CH:16][C:17]([O:23][CH3:24])=[C:18]([O:21][CH3:22])[CH:19]=3)[CH2:14][CH2:13][C@H:12]2[N+:25]([O-])=O)=[C:9]([Si](C)(C)C)[S:8][CH:7]=1)=[O:5])[CH3:2].Cl>C(O)C.C(Cl)Cl.[Zn]>[CH2:32]([N:3]([CH2:1][CH3:2])[C:4]([C:6]1[C:10]([C@@H:11]2[C:20]3[C:15](=[CH:16][C:17]([O:23][CH3:24])=[C:18]([O:21][CH3:22])[CH:19]=3)[CH2:14][CH2:13][C@H:12]2[NH2:25])=[CH:9][S:8][CH:7]=1)=[O:5])[CH3:33]. Reagents/catalysts: [Zn] (Zn).